This data is from the Open Reaction Database (ORD), a public repository of structured organic reaction records. The task is: describe an organic reaction: reactants, conditions, products, and yield Reactants: CC(C)(c1ccccc1)c1ccc(O)c(C(C)(C)c2ccccc2)c1, CO, CC(=O)O, Cl, Nc1ccccc1[N+](=O)[O-], O=N[O-], [Na+], [Na+], [OH-], O. Yields the product [Cl-], N#[N+]c1ccccc1[N+](=O)[O-]. Reaction SMILES: [CH3:3][C:4]([c:5]1[cH:6][c:7]([C:8]([CH3:9])([CH3:10])[c:11]2[cH:12][cH:13][cH:14][cH:15][cH:16]2)[cH:17][cH:18][c:19]1[OH:20])([CH3:21])[c:22]1[cH:23][cH:24][cH:25][cH:26][cH:27]1.[CH3:43][OH:44].[CH3:46][C:47](=[O:48])[OH:49].[ClH:38].[N+:28](=[O:29])([O-:30])[c:31]1[c:32]([NH2:33])[cH:34][cH:35][cH:36][cH:37]1.[N:39]([O-:40])=[O:41].[Na+:2].[Na+:42].[OH-:1].[OH2:45]>>[Cl-:38].[N+:28](=[O:29])([O-:30])[c:31]1[c:32]([N+:33]#[N:39])[cH:34][cH:35][cH:36][cH:37]1. Product: Cc1cc(Cl)nc2c1ccn2-c1ccc(C(C)C)cc1Br. Reaction SMILES: [Br:1][c:2]1[c:3](-[n:11]2[cH:12][c:13]([C:22]#[N:23])[c:14]3[c:15]([CH3:21])[cH:16][c:17]([Cl:20])[n:18][c:19]23)[cH:4][cH:5][c:6]([CH:8]([CH3:9])[CH3:10])[cH:7]1.[NH4+:24].[OH-:25].[S:26](=[O:27])(=[O:28])([OH:29])[OH:30]>>[Br:1][c:2]1[c:3](-[n:11]2[cH:12][cH:13][c:14]3[c:15]([CH3:21])[cH:16][c:17]([Cl:20])[n:18][c:19]23)[cH:4][cH:5][c:6]([CH:8]([CH3:9])[CH3:10])[cH:7]1. Starting materials: Cc1cc(Cl)nc2c1c(C#N)cn2-c1ccc(C(C)C)cc1Br, [NH4+], [OH-], O=S(=O)(O)O. Starting materials: CCCC(CCC)N (4-heptylamine), C([O-])(O)=O.[Na+] (sodium bicarbonate), C1(CCCCC1)N=C=NC1CCCCC1 (dicyclohexyl carbodiimide), OC1=C(C=C(C(C(=O)O)O)C=C1)OC (4-hydroxy-3-methoxymandelic acid), ON1C(CCC1=O)=O (N-hydroxysuccinimide), Cl (HCl). Run in O (water), O1CCOCC1 (1,4-dioxane), O1CCOCC1 (1,4-dioxane). Reaction conditions: time 16 hour. Yields the product CCCC(CCC)NC(C(C1=CC(=C(C=C1)O)OC)O)=O (N-(heptan-4-yl)-2-hydroxy-2-(4-hydroxy-3-methoxyphenyl)acetamide). Yield: 73.6%. Reaction SMILES: C1(N=C=NC2CCCCC2)CCCCC1.[OH:16][C:17]1[CH:27]=[CH:26][C:20]([CH:21]([OH:25])[C:22]([OH:24])=O)=[CH:19][C:18]=1[O:28][CH3:29].ON1C(=O)CCC1=O.[CH3:38][CH2:39][CH2:40][CH:41]([NH2:45])[CH2:42][CH2:43][CH3:44].C(=O)(O)[O-].[Na+].Cl>O1CCOCC1.O>[CH3:38][CH2:39][CH2:40][CH:41]([NH:45][C:22](=[O:24])[CH:21]([OH:25])[C:20]1[CH:26]=[CH:27][C:17]([OH:16])=[C:18]([O:28][CH3:29])[CH:19]=1)[CH2:42][CH2:43][CH3:44] |f:4.5|. Reported procedure: A solution of dicyclohexyl carbodiimide (DCC) (5.5 g, 26.7 mmol) in 1,4-dioxane (50 ml) was added to a stirred solution of 4-hydroxy-3-methoxymandelic acid (5 g, 25.3 mmol) and N-hydroxysuccinimide (3 g, 26.1 mmol) in 1,4-dioxane (100 ml) at room temperature. The resulting white suspension was stirred at room temperature for 16 hours. Then the reaction mixture was filtered. The filtrate was poured into a stirred solution of 4-heptylamine in water (20 ml) and sodium bicarbonate (2.5 g, 20 mmol) w... The reactants are CN(Cc1ccc([N+](=O)[O-])c(C(=O)O)c1)C(=O)OC(C)(C)C, CO, [H][H]. Yields the product CN(Cc1ccc(N)c(C(=O)O)c1)C(=O)OC(C)(C)C. Reaction SMILES: [C:1]([CH3:2])([CH3:3])([CH3:4])[O:5][C:6](=[O:7])[N:8]([CH3:9])[CH2:10][c:11]1[cH:12][cH:13][c:14]([N+:20]([O-:21])=[O:22])[c:15]([C:16](=[O:17])[OH:18])[cH:19]1.[CH3:25][OH:26].[H:23][H:24]>>[C:1]([CH3:2])([CH3:3])([CH3:4])[O:5][C:6](=[O:7])[N:8]([CH3:9])[CH2:10][c:11]1[cH:12][cH:13][c:14]([NH2:20])[c:15]([C:16](=[O:17])[OH:18])[cH:19]1. Reaction SMILES: [C:1]([C:3]1[CH:4]=[C:5]([N:10]2[C:14]([C:15]3[CH:20]=[CH:19][CH:18]=[C:17]([C:21]#[N:22])[CH:16]=3)=[CH:13][C:12]([C:23]([O:25]CC)=[O:24])=[N:11]2)[CH:6]=[CH:7][C:8]=1[F:9])#[N:2].ClC1C=C(N2C(C3C=C(F)C=C(Cl)C=3)=CC(C(O)=O)=N2)C=CC=1F>>[C:1]([C:3]1[CH:4]=[C:5]([N:10]2[C:14]([C:15]3[CH:20]=[CH:19][CH:18]=[C:17]([C:21]#[N:22])[CH:16]=3)=[CH:13][C:12]([C:23]([OH:25])=[O:24])=[N:11]2)[CH:6]=[CH:7][C:8]=1[F:9])#[N:2]. The reactants are C(#N)C=1C=C(C=CC1F)N1N=C(C=C1C1=CC(=CC=C1)C#N)C(=O)OCC (Ethyl 1-(3-cyano-4-fluorophenyl)-5-(3-cyanophenyl)-1H-pyrazole-3-carboxylate), ClC=1C=C(C=CC1F)N1N=C(C=C1C1=CC(=CC(=C1)F)Cl)C(=O)O (1-(3-Chloro-4-fluorophenyl)-5-(3-chloro-5-fluorophenyl)-1H-pyrazole-3-carboxylic acid). Run at time 6 hour. Reported procedure: The preparation of the title compound takes place starting from the compound of Example 63A in analogy to the synthesis of the compound of Example 71A but with stiffing for 6 hours. 430 mg of the title compound with 43% purity are obtained. Yields the product C(#N)C=1C=C(C=CC1F)N1N=C(C=C1C1=CC(=CC=C1)C#N)C(=O)O (1-(3-Cyano-4-fluorophenyl)-5-(3-cyanophenyl)-1H-pyrazole-3-carboxylic acid). Run in CCOC(=O)C (EtOAc). Starting materials: C(C)(C)(C)OC(=O)N1CCC(CC1)N1C([C@@H](CC1)CC1=C(C=C(C=C1Cl)OCC1=CC=CC=C1)Cl)=O (4-[(R)-3-(4-Benzyloxy-2,6-dichloro-benzyl)-2-oxo-pyrrolidin-1-yl]-piperidine-1-carboxylic acid tert-butyl ester). Isolated yield 88.0%. Reaction SMILES: [C:1]([O:5][C:6]([N:8]1[CH2:13][CH2:12][CH:11]([N:14]2[CH2:18][CH2:17][C@@H:16]([CH2:19][C:20]3[C:25]([Cl:26])=[CH:24][C:23]([O:27]CC4C=CC=CC=4)=[CH:22][C:21]=3[Cl:35])[C:15]2=[O:36])[CH2:10][CH2:9]1)=[O:7])([CH3:4])([CH3:3])[CH3:2]>CCOC(C)=O.[OH-].[OH-].[Pd+2]>[C:1]([O:5][C:6]([N:8]1[CH2:13][CH2:12][CH:11]([N:14]2[CH2:18][CH2:17][C@@H:16]([CH2:19][C:20]3[C:25]([Cl:26])=[CH:24][C:23]([OH:27])=[CH:22][C:21]=3[Cl:35])[C:15]2=[O:36])[CH2:10][CH2:9]1)=[O:7])([CH3:4])([CH3:2])[CH3:3] |f:2.3.4|. Reported procedure: Treat a solution of 4-[(R)-3-(4-Benzyloxy-2,6-dichloro-benzyl)-2-oxo-pyrrolidin-1-yl]-piperidine-1-carboxylic acid tert-butyl ester (Preparation 13) (2.2 g, 4.1 mmol) in EtOAc (50 mL) with Palladium Hydroxide on carbon (0.1 g). Purge the solution with Hydrogen and stir the reaction overnight under 1 atm of hydrogen. Filter the reaction through celite to remove the catalyst. Remove the solvent to afford 1.6 g (87%) of desired product. MS (m/e): 441 (M−1). Reagents/catalysts: [OH-].[OH-].[Pd+2] (Palladium Hydroxide on carbon). The product is C(C)(C)(C)OC(=O)N1CCC(CC1)N1C([C@@H](CC1)CC1=C(C=C(C=C1Cl)O)Cl)=O (4-[(R)-3-(2,6-Dichloro-4-hydroxy-benzyl)-2-oxo-pyrrolidin-1-yl]-piperidine-1-carboxylic acid tert-butyl ester). The yield is 81.0%. Solvent: O (water). Yields the product Cl.C(C1=CC=CC=C1)OC(=O)N(C1=CC(=CC=C1)F)CC1NCCC2=CC(=C(C=C12)O)O (1-(N-benzyloxycarbonyl-m-fluoroanilinomethyl)-6,7-dihydroxy-1,2,3,4-tetrahydroisoquinoline hydrochloride). RXN SMILES: C(O[CH:4](OCC)[CH2:5][N:6]([C:14]([O:16][CH2:17][C:18]1[CH:23]=[CH:22][CH:21]=[CH:20][CH:19]=1)=[O:15])[C:7]1[CH:12]=[CH:11][CH:10]=[C:9]([F:13])[CH:8]=1)C.[ClH:27].[OH:28][C:29]1[CH:30]=[C:31]([CH:35]=[CH:36][C:37]=1[OH:38])[CH2:32][CH2:33][NH2:34].C(O)CCC>O>[ClH:27].[CH2:17]([O:16][C:14]([N:6]([CH2:5][CH:4]1[C:35]2[C:31](=[CH:30][C:29]([OH:28])=[C:37]([OH:38])[CH:36]=2)[CH2:32][CH2:33][NH:34]1)[C:7]1[CH:12]=[CH:11][CH:10]=[C:9]([F:13])[CH:8]=1)=[O:15])[C:18]1[CH:19]=[CH:20][CH:21]=[CH:22][CH:23]=1 |f:1.2,5.6|. Reactants: C(C)OC(CN(C1=CC(=CC=C1)F)C(=O)OCC1=CC=CC=C1)OCC (N-benzyloxycarbonyl-m-fluoroanilinoacetaldehyde diethyl acetal), Cl.OC=1C=C(CCN)C=CC1O (3,4-dihydroxyphenethylamine hydrochloride), C(CCC)O (n-butyl alcohol). Reported procedure: N-benzyloxycarbonyl-m-fluoroanilinoacetaldehyde diethyl acetal (15 g) and 3,4-dihydroxyphenethylamine hydrochloride (5.75 g) were added to a mixture of n-butyl alcohol (150 ml) and water (20 ml) and then the mixture was refluxed for 11 hours in a stream of nitrogen. The reaction mixture was concentrated to dryness and the residue was in turn washed with ether and with a mixture of ether: ethyl acetate (2:1) and then crystallized with acetone. The crystals were collected by filtration to give 1-(... The reactants are ClCCOC1=CC=C(C=C1)C1=C(N=C(O1)C1=C(C=CC=C1F)F)C(=O)N (5-(4-(2-chloroethoxy)phenyl)-2-(2,6-difluorophenyl)oxazole-4-carboxamide), CNCC1=CC=CC=C1 (N-methylbenzylamine), COC1=CC=C(C=C1)C=1NC(=C(N1)C1=CC=C(C=C1)OC)C(=O)N (2,4-bis(4-methoxyphenyl)-1H-imidazole-5-carboxamide). The reagents and catalysts are [Pd] (Pd). Run in CO (MeOH). The product is FC1=C(C(=CC=C1)F)C=1OC(=C(N1)C(=O)N)C1=CC=C(C=C1)OCCNC (2-(2,6-difluorophenyl)-5-(4-(2-(methylamino)ethoxy)phenyl)oxazole-4-carboxamide). As a reaction SMILES: Cl[CH2:2][CH2:3][O:4][C:5]1[CH:10]=[CH:9][C:8]([C:11]2[O:15][C:14]([C:16]3[C:21]([F:22])=[CH:20][CH:19]=[CH:18][C:17]=3[F:23])=[N:13][C:12]=2[C:24]([NH2:26])=[O:25])=[CH:7][CH:6]=1.[CH3:27][NH:28]CC1C=CC=CC=1.COC1C=CC(C2NC(C(N)=O)=C(C3C=CC(OC)=CC=3)N=2)=CC=1>CO.[Pd]>[F:23][C:17]1[CH:18]=[CH:19][CH:20]=[C:21]([F:22])[C:16]=1[C:14]1[O:15][C:11]([C:8]2[CH:9]=[CH:10][C:5]([O:4][CH2:3][CH2:2][NH:28][CH3:27])=[CH:6][CH:7]=2)=[C:12]([C:24]([NH2:26])=[O:25])[N:13]=1. Procedure: The title compound was prepared by reaction of 5-(4-(2-chloroethoxy)phenyl)-2-(2,6-difluorophenyl)oxazole-4-carboxamide with N-methylbenzylamine, according to the procedure described in example S-1, step c, followed by deprotection with the H-cube hydrogenation system (full H2 mode, 10% Pd\C catalyst, 1 ml/min, 60° C., 0.05M in MeOH). 1H NMR (DMSO) δ 2.35 (3H, s), 2.87 (2H, t), 4.10 (2H, t), 7.05-7.15 (2H, m), 7.35-7.45 (2H, m), 7.60-7.80 (3H, m), 8.20-8.30 (2H, m). LCMS (2) 2.55 min; m/z (ES+) ... Starting materials: Cl.N12C[C@@H](C(CC1)CC2)NC(=O)C=2SC1=C(C2)C=CC=C1C=1C=C(C(=O)O)C=CC1 (3-(2-{[(3R)-1-Azabicyclo[2.2.2]oct-3-ylamino]carbonyl}-1-benzothien-7-yl)-benzoic acid hydrochloride), N1CC=CC1 (3-pyrroline). Yields the product Cl.N12C[C@@H](C(CC1)CC2)NC(=O)C=2SC1=C(C2)C=CC=C1C1=CC(=CC=C1)C(=O)N1CC=CC1 (N-[(3R)-1-Azabicyclo[2.2.2]oct-3-yl]-7-[3-(2,5-dihydro-1H-pyrrol-1-ylcarbonyl)-phenyl]-1-benzothiophene-2-carboxamide hydrochloride). RXN SMILES: [ClH:1].[N:2]12[CH2:9][CH2:8][CH:5]([CH2:6][CH2:7]1)[C@@H:4]([NH:10][C:11]([C:13]1[S:14][C:15]3[C:21]([C:22]4[CH:23]=[C:24]([CH:28]=[CH:29][CH:30]=4)[C:25]([OH:27])=O)=[CH:20][CH:19]=[CH:18][C:16]=3[CH:17]=1)=[O:12])[CH2:3]2.[NH:31]1[CH2:35][CH:34]=[CH:33][CH2:32]1>>[ClH:1].[N:2]12[CH2:7][CH2:6][CH:5]([CH2:8][CH2:9]1)[C@@H:4]([NH:10][C:11]([C:13]1[S:14][C:15]3[C:21]([C:22]4[CH:30]=[CH:29][CH:28]=[C:24]([C:25]([N:31]5[CH2:35][CH:34]=[CH:33][CH2:32]5)=[O:27])[CH:23]=4)=[CH:20][CH:19]=[CH:18][C:16]=3[CH:17]=1)=[O:12])[CH2:3]2 |f:0.1,3.4|. Reported procedure: 50 mg (0.11 mmol) of 3-(2-{[(3R)-1-azabicyclo[2.2.2]oct-3-ylamino]carbonyl}-1-benzothien-7-yl)benzoic acid hydrochloride (Example 75) and 15.6 mg (0.23 mmol) of 3-pyrroline are reacted together by general method E. 20 mg (35.9% of theory) of the title compound are obtained. Reactants: ClC1=CC=C(C=C1)/C=C/C=1C=C(C=CC1)N1N=C(C(=C1CC)C(=O)O)CC (1-{3-[(E)-2-(4-chloro-phenyl)-vinyl]-phenyl}-3,5-diethyl-1H-pyrazole-4-carboxylic acid), ClC1=CC=C(C=C1)/C=C/C=1C=C(C=CC1)N1N=C(C(=C1CC)C(=O)O)CC (1-{3-[(E)-2-(4-chloro-phenyl)-vinyl]-phenyl}-3,5-diethyl-1H-pyrazole-4-carboxylic acid), C(C)N(C1CNCC1)CC ([rac]-diethyl-pyrrolidin-3-yl-amine). As a reaction SMILES: [Cl:1][C:2]1[CH:7]=[CH:6][C:5](/[CH:8]=[CH:9]/[C:10]2[CH:11]=[C:12]([N:16]3[C:20]([CH2:21][CH3:22])=[C:19]([C:23](O)=[O:24])[C:18]([CH2:26][CH3:27])=[N:17]3)[CH:13]=[CH:14][CH:15]=2)=[CH:4][CH:3]=1.[CH2:28]([N:30]([CH2:36][CH3:37])[CH:31]1[CH2:35][CH2:34][NH:33][CH2:32]1)[CH3:29]>>[Cl:1][C:2]1[CH:7]=[CH:6][C:5](/[CH:8]=[CH:9]/[C:10]2[CH:11]=[C:12]([N:16]3[C:20]([CH2:21][CH3:22])=[C:19]([C:23]([N:33]4[CH2:34][CH2:35][CH:31]([N:30]([CH2:36][CH3:37])[CH2:28][CH3:29])[CH2:32]4)=[O:24])[C:18]([CH2:26][CH3:27])=[N:17]3)[CH:13]=[CH:14][CH:15]=2)=[CH:4][CH:3]=1. The product is ClC1=CC=C(C=C1)/C=C/C=1C=C(C=CC1)N1N=C(C(=C1CC)C(=O)N1CC(CC1)N(CC)CC)CC ([rac]-(1-{3-[(E)-2-(4-Chloro-phenyl)-vinyl]-phenyl}-3,5-diethyl-1H-pyrazol-4-yl)-(3-diethylamino-pyrrolidin-1-yl)-methanone). Procedure: In analogy to the procedure described for example 2, 1-{3-[(E)-2-(4-chloro-phenyl)-vinyl]-phenyl}-3,5-diethyl-1H-pyrazole-4-carboxylic acid (intermediate 1) and [rac]-diethyl-pyrrolidin-3-yl-amine gave the title compound as colorless oil. MS: 505.3 (MH+, 1 Cl).